Dataset: the Open Reaction Database (ORD), a public repository of structured organic reaction records. Task: describe an organic reaction: reactants, conditions, products, and yield Reactants: [OH-].[Na+] (sodium hydroxide), SCC1=CC=C(C=C1)CS (1,4-bis(mercaptomethyl)-benzene), C(Cl)C1CO1 (epichlorohydrin), [OH-].[Na+] (sodium hydroxide), CO (methanol), C1(=CC=CC=C1)C (toluene). Solvent: O (water), O (water), O (water). Conditions: temperature 5 celsius, time 1 hour. Yields the product C(C1CO1)SCC1=CC=C(C=C1)CSCC1CO1 (1,4-bis(glycidylthiomethyl)benzene). RXN SMILES: [SH:1][CH2:2][C:3]1[CH:8]=[CH:7][C:6]([CH2:9][SH:10])=[CH:5][CH:4]=1.[CH2:11]([CH:13]1[O:15][CH2:14]1)Cl.C[OH:17].[OH-].[Na+].[C:20]1([CH3:26])C=CC=C[CH:21]=1>O>[CH2:11]([S:1][CH2:2][C:3]1[CH:8]=[CH:7][C:6]([CH2:9][S:10][CH2:26][CH:20]2[O:17][CH2:21]2)=[CH:5][CH:4]=1)[CH:13]1[O:15][CH2:14]1 |f:3.4|. Reported procedure: A solution of 170.3 g of 1,4-bis(mercaptomethyl)-benzene and 185.1 g of epichlorohydrin was cooled to 10° C., and 40 ml of methanol and an aqueous solution obtained by dissolving 0.4 g of an aqueous sodium hydroxide solution in 4 ml of water were added to the cooled solution, followed by stirring at this temperature for 1 hour. Afterward, an aqueous solution obtained by dissolving 80.0 g of sodium hydroxide in 80 ml of water was added thereto, while a solution temperature was maintained at about... The reactants are CO, CN(C)C1CCNCC1, Cl, Cl, Cl, O=[N+]([O-])c1ccc(F)cc1. Product: CN(C)C1CCN(c2ccc([N+](=O)[O-])cc2)CC1. As a reaction SMILES: [CH3:23][OH:24].[CH3:3][N:4]([CH:5]1[CH2:6][CH2:7][NH:8][CH2:9][CH2:10]1)[CH3:11].[ClH:1].[ClH:22].[ClH:2].[F:12][c:13]1[cH:14][cH:15][c:16]([N+:19](=[O:20])[O-:21])[cH:17][cH:18]1>>[CH3:3][N:4]([CH:5]1[CH2:6][CH2:7][N:8]([c:13]2[cH:14][cH:15][c:16]([N+:19](=[O:20])[O-:21])[cH:17][cH:18]2)[CH2:9][CH2:10]1)[CH3:11]. The reactants are BrCCCC(=O)OCC (ethyl 4-bromobutanoate), ClC=1C=NC=C(C1NC1=CC(OC2=C(C(=CC=C12)OC)O)=O)Cl (4-(3,5-dichloropyridin-4-ylamino)-8-hydroxy-7-methoxy-2H-chromen-2-one). Yields the product ClC=1C=NC=C(C1NC1=CC(OC2=C(C(=CC=C12)OC)OCCCC(=O)OCC)=O)Cl (Ethyl 4-(4-(3,5-dichloropyridin-4-ylamino)-7-methoxy-2-oxo-2H-chromen-8-yloxy)butanoate). As a reaction SMILES: Br[CH2:2][CH2:3][CH2:4][C:5]([O:7][CH2:8][CH3:9])=[O:6].[Cl:10][C:11]1[CH:12]=[N:13][CH:14]=[C:15]([Cl:32])[C:16]=1[NH:17][C:18]1[C:27]2[C:22](=[C:23]([OH:30])[C:24]([O:28][CH3:29])=[CH:25][CH:26]=2)[O:21][C:20](=[O:31])[CH:19]=1>>[Cl:10][C:11]1[CH:12]=[N:13][CH:14]=[C:15]([Cl:32])[C:16]=1[NH:17][C:18]1[C:27]2[C:22](=[C:23]([O:30][CH2:2][CH2:3][CH2:4][C:5]([O:7][CH2:8][CH3:9])=[O:6])[C:24]([O:28][CH3:29])=[CH:25][CH:26]=2)[O:21][C:20](=[O:31])[CH:19]=1. Procedure: The title compound was prepared from ethyl 4-bromobutanoate and 4-(3,5-dichloropyridin-4-ylamino)-8-hydroxy-7-methoxy-2H-chromen-2-one (Example 29) following the procedure outlined in Example 25. 1H NMR (400 MHz, DMSO-d6): δ 9.51 (s, 1H), 8.81 (s, 2H), 7.95 (d, 1H), 7.20 (d, 1H), 4.64 (s, 1H), 4.10-3.95 (m, 4H), 3.91 (s, 3H), 2.54 (t, 2H), 1.90 (m, 2H), 1.16 (t, 3H); MS (ESI): 466.9. Starting materials: C(C)[C@@H]1CN(C[C@@H]1C1=CN=C2N1C1=C(N=C2)N(C=C1)S(=O)(=O)C1=CC=C(C)C=C1)C(=O)OCC1=CC=CC=C1 ((cis)-benzyl 3-ethyl-4-(3-tosyl-3H-imidazo[1,2-a]pyrrolo[2,3-e]pyrazin-8-yl)pyrrolidine-1-carboxylate), Br (HBr). Solvent: C(Cl)Cl (DCM), CCOCC (Et2O), O (water). Reaction conditions: time 1 hour. Yields the product C(C)[C@@H]1[C@@H](CNC1)C1=CN=C2N1C1=C(N=C2)N(C=C1)S(=O)(=O)C1=CC=C(C)C=C1 (8-((cis)-4-ethylpyrrolidin-3-yl)-3-tosyl-3H-imidazo[1,2-a]pyrrolo[2,3-e]pyrazine). The yield is 61.0%. Reaction SMILES: [CH2:1]([C@H:3]1[C@@H:7]([C:8]2[N:12]3[C:13]4[CH:19]=[CH:18][N:17]([S:20]([C:23]5[CH:29]=[CH:28][C:26]([CH3:27])=[CH:25][CH:24]=5)(=[O:22])=[O:21])[C:14]=4[N:15]=[CH:16][C:11]3=[N:10][CH:9]=2)[CH2:6][N:5](C(OCC2C=CC=CC=2)=O)[CH2:4]1)[CH3:2].Br>CCOCC.O.C(Cl)Cl>[CH2:1]([C@H:3]1[CH2:4][NH:5][CH2:6][C@H:7]1[C:8]1[N:12]2[C:13]3[CH:19]=[CH:18][N:17]([S:20]([C:23]4[CH:24]=[CH:25][C:26]([CH3:27])=[CH:28][CH:29]=4)(=[O:21])=[O:22])[C:14]=3[N:15]=[CH:16][C:11]2=[N:10][CH:9]=1)[CH3:2]. Reported procedure: To a solution of (cis)-benzyl 3-ethyl-4-(3-tosyl-3H-imidazo[1,2-a]pyrrolo[2,3-e]pyrazin-8-yl)pyrrolidine-1-carboxylate (0.838 g, 1.541 mmol, prepared using E from Example #36 Step D with TFA, N, R, S.1 with Example #3 Step E, and T with Lawesson's reagent) was added a solution of HBr (2.50 mL, 15.19 mmol, 33% in acetic acid). The reaction mixture was stirred at ambient temperature for about 1 h. The reaction was diluted with Et2O (50 mL) and water (20 mL). The layers were stirred for about 3 min... Starting materials: CCCC[Sn](=O)CCCC, CCCC[N+](CCCC)(CCCC)CCCC, ClCCl, Cc1cn(C2OC(CO)C(O)C2O)c(=S)[nH]c1=O, CI, [I-], CN(C)C=O. The product is COC1C(O)C(CO)OC1n1cc(C)c(=O)[nH]c1=S. Reaction SMILES: [CH2:19]([Sn:20](=[O:21])[CH2:22][CH2:23][CH2:24][CH3:25])[CH2:26][CH2:27][CH3:28].[CH2:37]([N+:38]([CH2:39][CH2:40][CH2:41][CH3:42])([CH2:43][CH2:44][CH2:45][CH3:46])[CH2:47][CH2:48][CH2:49][CH3:50])[CH2:51][CH2:52][CH3:53].[CH2:54]([Cl:55])[Cl:56].[CH3:1][c:2]1[cH:3][n:4]([CH:5]2[O:6][CH:7]([CH2:8][OH:9])[CH:10]([OH:11])[CH:12]2[OH:13])[c:14](=[S:15])[nH:16][c:17]1=[O:18].[CH3:29][I:30].[I-:36].[O:31]=[CH:32][N:33]([CH3:34])[CH3:35]>>[CH3:1][c:2]1[cH:3][n:4]([CH:5]2[O:6][CH:7]([CH2:8][OH:9])[CH:10]([OH:11])[CH:12]2[O:13][CH3:19])[c:14](=[S:15])[nH:16][c:17]1=[O:18]. The reactants are CO, CC1(C)OB(c2cnc(OCC3CC(F)(F)C3)c(Cl)c2)OC1(C)C, OO, [O-]S([O-])=S. Yields the product Oc1cnc(OCC2CC(F)(F)C2)c(Cl)c1. As a reaction SMILES: [CH3:31][OH:32].[Cl:1][c:2]1[c:3]([O:17][CH2:18][CH:19]2[CH2:20][C:21]([F:23])([F:24])[CH2:22]2)[n:4][cH:5][c:6]([B:8]2[O:9][C:10]([CH3:11])([CH3:12])[C:13]([CH3:14])([CH3:15])[O:16]2)[cH:7]1.[OH:25][OH:26].[S:27]([O-:28])([O-:29])=[S:30]>>[Cl:1][c:2]1[c:3]([O:17][CH2:18][CH:19]2[CH2:20][C:21]([F:23])([F:24])[CH2:22]2)[n:4][cH:5][c:6]([OH:29])[cH:7]1. Reactants: IC1=C2CCN=C(C2=CC=C1)C (5-iodo-1-methyl-3,4-dihydroisoquinoline), [Li+].CC(C)[N-]C(C)C (LDA), C(OCC)(OCC)=O (diethyl carbonate), IC1=C2CCN\C(\C2=CC=C1)=C/C(=O)OCC ((Z)-ethyl 2-(5-iodo-3,4-dihydroisoquinolin-1(2H)-ylidene)acetate). Reaction SMILES: [I:1][C:2]1[CH:11]=[CH:10][CH:9]=[C:8]2[C:3]=1[CH2:4][CH2:5][NH:6]/[C:7]/2=[CH:12]\[C:13]([O:15]CC)=O.IC1C=CC=C2C=1[CH2:21][CH2:22][N:23]=C2C.[Li+].CC([N-]C(C)C)C.C(=O)(OCC)[O:39]CC>C1COCC1>[I:1][C:2]1[CH:11]=[CH:10][CH:9]=[C:8]2[C:3]=1[CH2:4][CH2:5][N:6]1[C:21](=[O:39])[CH2:22][NH:23][C:13](=[O:15])[CH:12]=[C:7]12 |f:2.3|. Procedure details: (Z)-ethyl 2-(5-iodo-3,4-dihydroisoquinolin-1(2H)-ylidene)acetate. To a yellow cooled solution of 5-iodo-1-methyl-3,4-dihydroisoquinoline (30.1 g, 111 mmol) in dry THF (900 mL) was added dropwise a solution of LDA (2M in THF, 111 mL, 222 mmol) at −78° C. The resulting brown solution was stirred for at −78° C. for 45 min and a solution of diethyl carbonate (14 mL, 116 mmol) in THF (80 mL) was then added dropwise. The mixture was stirred at −78° C. for another 45 min, and then poured onto brine. Th... Product: IC1=C2CCN3C(C2=CC=C1)=CC(NCC3=O)=O (9-iodo-3,4,7,8-tetrahydro-[1,4]diazepino[7,1-a]isoquinoline-2,5-dione). Conditions: temperature -78 celsius, time 45 minute. Solvent: C1CCOC1 (THF), C1CCOC1 (THF). Starting materials: Cl.NC=1N=C(C2=C(N1)NCC(C2)CCC2=CC=C(C(=O)O)C=C2)O (4-[2-(2-amino-4-hydroxy-5,6,7,8-tetrahydropyrido[2,3-d]pyrimidin-6-yl)ethyl]-benzoic acid hydrochloride), [NH4+].CC(CCCCC)C(=O)[O-] (heptane-2-carboxylic acid ammonium salt), NC1(C2CCC(C1)C2)C(=O)O (2-aminonorbornane-2-carboxylic acid), [OH-].[Na+] (NaOH), [K+].[Br-] (KBr), CN1CCOCC1 (4-methylmorpholine), ClC1=NC(=NC(=N1)OC)OC (2-chloro-4,6-dimethoxy-1,3,5-triazine), ( 6/3.2/0.8 ). Run in CN(C=O)C (N,N-dimethylformamide). Product: [NH4+].NC=1N=C(C2=C(N1)NCC(C2)CCC2=CC=C(C(=O)NC1(C3CCC(C1)C3)C(=O)[O-])C=C2)O (2-{4-[2-(2-Amino-4-hydroxy-5,6,7,8-tetrahydropyrido[2,3-d]pyrimidin-6-yl)ethyl]benzoylamino}bicyclo[2.2.1]heptane-2-carboxylic Acid Ammonium Salt). Reaction SMILES: Cl.[NH2:2][C:3]1[N:4]=[C:5]([OH:24])[C:6]2[CH2:12][CH:11]([CH2:13][CH2:14][C:15]3[CH:23]=[CH:22][C:18]([C:19](O)=[O:20])=[CH:17][CH:16]=3)[CH2:10][NH:9][C:7]=2[N:8]=1.CN1CCOCC1.ClC1N=C(OC)N=C(OC)N=1.[NH2:43][C:44]1([C:51]([OH:53])=[O:52])[CH2:49][CH:48]2[CH2:50][CH:45]1[CH2:46][CH2:47]2.[NH4+].CC(C([O-])=O)CCCCC.[K+].[Br-].[OH-].[Na+]>CN(C)C=O>[NH4+:2].[NH2:2][C:3]1[N:4]=[C:5]([OH:24])[C:6]2[CH2:12][CH:11]([CH2:13][CH2:14][C:15]3[CH:23]=[CH:22][C:18]([C:19]([NH:43][C:44]4([C:51]([O-:53])=[O:52])[CH2:49][CH:48]5[CH2:50][CH:45]4[CH2:46][CH2:47]5)=[O:20])=[CH:17][CH:16]=3)[CH2:10][NH:9][C:7]=2[N:8]=1 |f:0.1,5.6,7.8,9.10,12.13|. Reported procedure: After flame drying a 15-mL two-neck round bottom flask under argon, 0.20 g (0.57 mmol) of 4-[2-(2-amino-4-hydroxy-5,6,7,8-tetrahydropyrido[2,3-d]pyrimidin-6-yl)ethyl]-benzoic acid hydrochloride was suspended in 2 mL of anhydrous N,N-dimethylformamide, followed by the addition of 0.19 mL (1.7 mmol) of 4-methylmorpholine. After stirring the reaction at room temperature for 15 minutes, 0.15 g (0.86 mmol) of 2-chloro-4,6-dimethoxy-1,3,5-triazine was added. The reaction was stirred at room temperatur...